From a dataset of the Open Reaction Database (ORD), a public repository of structured organic reaction records. describe an organic reaction: reactants, conditions, products, and yield Reactants: O=C(O)C=Cc1cccc(Cl)c1Cl, CC(F)(F)CCCCn1ccc(N)n1. The product is CC(F)(F)CCCCn1ccc(NC(=O)C=Cc2cccc(Cl)c2Cl)n1. RXN SMILES: [Cl:15][c:16]1[c:17]([CH:23]=[CH:24][C:25](=[O:26])[OH:27])[cH:18][cH:19][cH:20][c:21]1[Cl:22].[F:1][C:2]([CH2:3][CH2:4][CH2:5][CH2:6][n:7]1[n:8][c:9]([NH2:12])[cH:10][cH:11]1)([CH3:13])[F:14]>>[F:1][C:2]([CH2:3][CH2:4][CH2:5][CH2:6][n:7]1[n:8][c:9]([NH:12][C:25]([CH:24]=[CH:23][c:17]2[c:16]([Cl:15])[c:21]([Cl:22])[cH:20][cH:19][cH:18]2)=[O:26])[cH:10][cH:11]1)([CH3:13])[F:14]. Reactants: Cl.NC=1N=CN(C1C(=O)N)CC1=CC=CC=C1 (4-amino-1-benzyl-5-imidazole carboxamide hydrochloride), aqueous solution, [OH-].[Na+] (sodium hydroxide). Solvent: CO (methyl alcohol), O (water). Reaction conditions: time 1 hour. Yields the product NC=1N=CN(C1C(=O)N)CC1=CC=CC=C1 (4-Amino-1-benzyl-5-imidazole carboxamide). Yield: 94.2%. RXN SMILES: Cl.[NH2:2][C:3]1[N:4]=[CH:5][N:6]([CH2:11][C:12]2[CH:17]=[CH:16][CH:15]=[CH:14][CH:13]=2)[C:7]=1[C:8]([NH2:10])=[O:9].[OH-].[Na+]>CO.O>[NH2:2][C:3]1[N:4]=[CH:5][N:6]([CH2:11][C:12]2[CH:17]=[CH:16][CH:15]=[CH:14][CH:13]=2)[C:7]=1[C:8]([NH2:10])=[O:9] |f:0.1,2.3|. Procedure: 9.12 g (30 mol) of 4-benzylideneamino-1-benzyl-5-imidazolecarboxamide obtained was dissolved in 135 ml of tetrahydrofuran. After the addition of 15 ml of concentrated hydrochloric acid, the mixture was stirred at room temperature for two hours. The precipitate obtained was separated by filtration and washed with tetrahydrofuran to obtain 7.26 g of 4-amino-1-benzyl-5-imidazolecarboxamide hydrochloride. 7.26 g of the 4-amino-1-benzyl-5-imidazole carboxamide hydrochloride obtained was dissolved in ... The reactants are O=C([O-])[O-], CN(C)C=O, Cc1oc(-c2ccccc2)nc1CCl, [K+], [K+], O, CCOC(=O)c1ccc(O)c(OC)c1. Product: CCOC(=O)c1ccc(OCc2nc(-c3ccccc3)oc2C)c(OC)c1. As a reaction SMILES: [C:15](=[O:16])([O-:17])[O-:18].[CH3:21][N:22]([CH3:23])[CH:24]=[O:25].[Cl:26][CH2:27][c:28]1[n:29][c:30](-[c:34]2[cH:35][cH:36][cH:37][cH:38][cH:39]2)[o:31][c:32]1[CH3:33].[K+:19].[K+:20].[OH2:40].[OH:1][c:2]1[c:3]([O:13][CH3:14])[cH:4][c:5]([C:6](=[O:7])[O:8][CH2:9][CH3:10])[cH:11][cH:12]1>>[O:1]([c:2]1[c:3]([O:13][CH3:14])[cH:4][c:5]([C:6](=[O:7])[O:8][CH2:9][CH3:10])[cH:11][cH:12]1)[CH2:27][c:28]1[n:29][c:30](-[c:34]2[cH:35][cH:36][cH:37][cH:38][cH:39]2)[o:31][c:32]1[CH3:33]. The reactants are C(C)#N (acetonitrile), [Li]CCCC (n-BuLi), C(=O)(OC(C)(C)C)N1CCC(CC1)C(=O)OCC (ethyl N-Boc-piperidine-4-carboxylate). The solvent is C1CCOC1 (THF). Run at time 3 hour. Product: C(=O)(OC(C)(C)C)N1CCC(CC1)C(CC#N)=O (1-(N-Boc-piperidin-4-yl)-2-cyanoethan-1-one). The yield is 72.6%. RXN SMILES: [C:1](#[N:3])[CH3:2].[Li]CCCC.[C:9]([N:16]1[CH2:21][CH2:20][CH:19]([C:22]([O:24]CC)=O)[CH2:18][CH2:17]1)([O:11][C:12]([CH3:15])([CH3:14])[CH3:13])=[O:10]>C1COCC1>[C:9]([N:16]1[CH2:17][CH2:18][CH:19]([C:22](=[O:24])[CH2:2][C:1]#[N:3])[CH2:20][CH2:21]1)([O:11][C:12]([CH3:13])([CH3:14])[CH3:15])=[O:10]. Procedure details: To a solution of ethyl isonipecotate (10.0 g) in THF (200 mL) was added triethylamine (7.8 g), 4-dimethylaminopyridine (0.8 g) and di-tert-butyldicarbonate (15.3 g) at 0° C. and the mixture was stirred for an hour. The mixture was extracted with ethyl acetate and the solvent was evaporated under reduced pressure to give ethyl N-Boc-piperidine-4-carboxylate (16.3 g) as a colorless oil. To a solution of acetonitrile (3.2 g) in THF (300 mL) was added n-BuLi (44 mmol) at −78° C. and stirred for thre... The reactants are IC1=C(C=C(C(=C1)OC)OC)CC(=O)O ((2-iodo-4,5-dimethoxy-phenyl)-acetic acid), C1(=CC=CC=C1)C1NC=CC(C1)=O (2-Phenyl-2,3-dihydro-1H-pyridin-4-one). Product: IC1=C(C=C(C(=C1)OC)OC)CC(=O)N1C(CC(C=C1)=O)C1=CC=CC=C1 (1-[2-(2-Iodo-4,5-dimethoxy-phenyl)-acetyl]-2-phenyl-2,3-dihydro-1H-pyridin-4-one). As a reaction SMILES: [I:1][C:2]1[CH:7]=[C:6]([O:8][CH3:9])[C:5]([O:10][CH3:11])=[CH:4][C:3]=1[CH2:12][C:13]([OH:15])=O.[C:16]1([CH:22]2[CH2:27][C:26](=[O:28])[CH:25]=[CH:24][NH:23]2)[CH:21]=[CH:20][CH:19]=[CH:18][CH:17]=1>>[I:1][C:2]1[CH:7]=[C:6]([O:8][CH3:9])[C:5]([O:10][CH3:11])=[CH:4][C:3]=1[CH2:12][C:13]([N:23]1[CH:24]=[CH:25][C:26](=[O:28])[CH2:27][CH:22]1[C:16]1[CH:21]=[CH:20][CH:19]=[CH:18][CH:17]=1)=[O:15]. Reported procedure: 1-[2-(2-Iodo-4,5-dimethoxy-phenyl)-acetyl]-2-phenyl-2,3-dihydro-1H-pyridin-4-one was prepared by reacting (2-iodo-4,5-dimethoxy-phenyl)-acetic acid with 2-Phenyl-2,3-dihydro-1H-pyridin-4-one following the procedure of step 3 of Example 1. The reactants are ClCc1ccc(Cl)cc1, [H-], [Na+], CN(C)C=O, OC1CN(C(c2ccccc2)c2ccccc2)C1. Yields the product Clc1ccc(COC2CN(C(c3ccccc3)c3ccccc3)C2)cc1. RXN SMILES: [Cl:21][c:22]1[cH:23][cH:24][c:25]([CH2:26][Cl:27])[cH:28][cH:29]1.[H-:20].[Na+:19].[O:30]=[CH:31][N:32]([CH3:33])[CH3:34].[c:1]1([CH:7]([N:8]2[CH2:9][CH:10]([OH:12])[CH2:11]2)[c:13]2[cH:14][cH:15][cH:16][cH:17][cH:18]2)[cH:2][cH:3][cH:4][cH:5][cH:6]1>>[c:1]1([CH:7]([N:8]2[CH2:9][CH:10]([O:12][CH2:26][c:25]3[cH:24][cH:23][c:22]([Cl:21])[cH:29][cH:28]3)[CH2:11]2)[c:13]2[cH:14][cH:15][cH:16][cH:17][cH:18]2)[cH:2][cH:3][cH:4][cH:5][cH:6]1.